From a dataset of the Open Reaction Database (ORD), a public repository of structured organic reaction records. describe an organic reaction: reactants, conditions, products, and yield Starting materials: CO, [H][H], Nc1c(C(=O)O)cccc1[N+](=O)[O-]. Product: Nc1cccc(C(=O)O)c1N. RXN SMILES: [CH3:16][OH:17].[H:14][H:15].[NH2:1][c:2]1[c:3]([C:4](=[O:5])[OH:6])[cH:7][cH:8][cH:9][c:10]1[N+:11]([O-:12])=[O:13]>>[NH2:1][c:2]1[c:3]([C:4](=[O:5])[OH:6])[cH:7][cH:8][cH:9][c:10]1[NH2:11].